This data is from the Open Reaction Database (ORD), a public repository of structured organic reaction records. The task is: describe an organic reaction: reactants, conditions, products, and yield Starting materials: C(C1=CN=CC=C1)(=O)CC(=O)OCC (ethyl nicotinoylacetate), OC1=C(C=O)C=CC(=C1)OC (2-hydroxyanisaldehyde), alcohol. Reagents/catalysts: N1CCCCC1 (piperdine). The solvent is alcohol. Product: C(C1=CN=CC=C1)(=O)C=1C(OC2=CC(=CC=C2C1)OC)=O (3-nicotinoyl-7-methoxy coumarin). Reaction SMILES: [C:1]([CH2:9][C:10]([O:12][CH2:13][CH3:14])=[O:11])(=[O:8])[C:2]1[CH:7]=[CH:6][CH:5]=[N:4][CH:3]=1.O[C:16]1C=[C:22]([O:24][CH3:25])[CH:21]=[CH:20][C:17]=1C=O>N1CCCCC1>[C:1]([C:9]1[C:10](=[O:11])[O:12][C:13]2[C:17]([CH:16]=1)=[CH:20][CH:21]=[C:22]([O:24][CH3:25])[CH:14]=2)(=[O:8])[C:2]1[CH:7]=[CH:6][CH:5]=[N:4][CH:3]=1. Reported procedure: A mixture of 0.65 g ethyl nicotinoylacetate, 0.5 g 2-hydroxyanisaldehyde and 10 ml alcohol was heated on a steam bath until solution was attained. Five drops of piperdine were added and heating was continued. After several minutes the reaction mixture solidified. An additional 10 ml of alcohol were added and the reaction mixture heated another 15 minutes. After cooling, the solid was collected and recrystallized twice from a mixture of alcohol and acetonitrile. Starting materials: N#CCCCCl, [K+], [K+], O=C([O-])[O-], Oc1ccc(-c2nnc(CSCCOc3ccccc3)o2)cc1, CN(C)C=O. The product is N#CCCCOc1ccc(-c2nnc(CSCCOc3ccccc3)o2)cc1. RXN SMILES: [Cl:30][CH2:31][CH2:32][CH2:33][C:34]#[N:35].[K+:24].[K+:25].[O-:26][C:27]([O-:28])=[O:29].[O:1]([c:2]1[cH:3][cH:4][cH:5][cH:6][cH:7]1)[CH2:8][CH2:9][S:10][CH2:11][c:12]1[n:13][n:14][c:15](-[c:17]2[cH:18][cH:19][c:20]([OH:23])[cH:21][cH:22]2)[o:16]1.[O:36]=[CH:37][N:38]([CH3:39])[CH3:40]>>[O:1]([c:2]1[cH:3][cH:4][cH:5][cH:6][cH:7]1)[CH2:8][CH2:9][S:10][CH2:11][c:12]1[n:13][n:14][c:15](-[c:17]2[cH:18][cH:19][c:20]([O:23][CH2:31][CH2:32][CH2:33][C:34]#[N:35])[cH:21][cH:22]2)[o:16]1. Reactants: OC1=NN(C=C1CCC(=O)OCC)CC1=CC=C(C=C1)OCC=1N=C(OC1C)C1=CC=CC=C1 (ethyl 3-[3-hydroxy-1-[4-(5-methyl-2-phenyl-4-oxazolylmethoxy)benzyl]-1H-pyrazol-4-yl]propionate), [H-].[Na+] (sodium hydride), O (water), ICCC (Iodopropane). Run in CN(C=O)C (N,N-dimethylformamide). Conditions: time 30 minute. Product: CC1=C(N=C(O1)C1=CC=CC=C1)COC1=CC=C(CN2N=C(C(=C2)CCC(=O)O)OCCC)C=C1 (3-[1-[4-(5-methyl-2-phenyl-4-oxazolylmethoxy)benzyl]-3-propyloxy-1H-pyrazol-4-yl]propionic acid). Reaction SMILES: [OH:1][C:2]1[C:6]([CH2:7][CH2:8][C:9]([O:11]CC)=[O:10])=[CH:5][N:4]([CH2:14][C:15]2[CH:20]=[CH:19][C:18]([O:21][CH2:22][C:23]3[N:24]=[C:25]([C:29]4[CH:34]=[CH:33][CH:32]=[CH:31][CH:30]=4)[O:26][C:27]=3[CH3:28])=[CH:17][CH:16]=2)[N:3]=1.[H-].[Na+].I[CH2:38][CH2:39][CH3:40].O>CN(C)C=O>[CH3:28][C:27]1[O:26][C:25]([C:29]2[CH:30]=[CH:31][CH:32]=[CH:33][CH:34]=2)=[N:24][C:23]=1[CH2:22][O:21][C:18]1[CH:17]=[CH:16][C:15]([CH2:14][N:4]2[CH:5]=[C:6]([CH2:7][CH2:8][C:9]([OH:11])=[O:10])[C:2]([O:1][CH2:38][CH2:39][CH3:40])=[N:3]2)=[CH:20][CH:19]=1 |f:1.2|. Reported procedure: To a solution of ethyl 3-[3-hydroxy-1-[4-(5-methyl-2-phenyl-4-oxazolylmethoxy)benzyl]-1H-pyrazol-4-yl]propionate (710 mg) in N,N-dimethylformamide (10 ml), sodium hydride (60%, oily, 72.0 mg) was added at 0° C., and the solution was stirred at room temperature for 30 minutes. Iodopropane (0.33 g) was added to the reaction mixture, which was stirred at room temperature for two hours. The reaction mixture was poured into water, which was extracted with ethyl acetate. The ethyl acetate layer was wa... The reactants are [Al+3], N#Cc1c[nH]c(=S)n1C1CCc2c(F)cc(F)cc2C1, O=C([O-])C(O)C(O)C(=O)[O-], C1CCOC1, ClCCl, CO, [H-], [H-], [H-], [H-], [K+], [Li+], [Na+], O. Product: NCc1c[nH]c(=S)n1C1CCc2c(F)cc(F)cc2C1. As a reaction SMILES: [Al+3:22].[C:1](#[N:2])[c:3]1[cH:4][nH:5][c:6](=[S:20])[n:7]1[CH:8]1[CH2:9][c:10]2[cH:11][c:12]([F:19])[cH:13][c:14]([F:18])[c:15]2[CH2:16][CH2:17]1.[C:27]([CH:28]([CH:29]([C:30]([O-:31])=[O:32])[OH:33])[OH:34])([O-:35])=[O:36].[CH2:41]1[O:42][CH2:43][CH2:44][CH2:45]1.[CH2:46]([Cl:47])[Cl:48].[CH3:39][OH:40].[H-:21].[H-:24].[H-:25].[H-:26].[K+:37].[Li+:23].[Na+:38].[OH2:49]>>[CH2:1]([NH2:2])[c:3]1[cH:4][nH:5][c:6](=[S:20])[n:7]1[CH:8]1[CH2:9][c:10]2[cH:11][c:12]([F:19])[cH:13][c:14]([F:18])[c:15]2[CH2:16][CH2:17]1. Starting materials: CCC([BH-](C(CC)C)C(CC)C)C.[K+] (K-Selectride), CC(C)(C)[Si](OCC1C(CC1CO[Si](C)(C)C(C)(C)C)=O)(C)C (2,3-Bis(((1,1-dimethylethyl)dimethylsilyl)oxymethyl)cyclobutanone), C(C)(CC)[BH-](C(C)CC)C(C)CC.[K+] (potassium tri-sec-butylborohydride), solution, C(C)(=O)O (acetic acid). The solvent is O1CCCC1 (THF), O1CCCC1 (THF), O1CCCC1 (tetrahydrofuran). Run at temperature -78 celsius. Yields the product CC(C)(C)[Si](OCC1C(CC1CO[Si](C)(C)C(C)(C)C)O)(C)C (2.3-Bis(((1,1-dimethylethyl)dimethylsilyl)oxymethyl)cyclobutanol). The yield is 61.5%. RXN SMILES: [CH3:1][C:2]([Si:5]([CH3:23])([CH3:22])[O:6][CH2:7][CH:8]1[CH:11]([CH2:12][O:13][Si:14]([C:17]([CH3:20])([CH3:19])[CH3:18])([CH3:16])[CH3:15])[CH2:10][C:9]1=[O:21])([CH3:4])[CH3:3].C([BH-](C(CC)C)C(CC)C)(CC)C.[K+].C(O)(=O)C>O1CCCC1>[CH3:4][C:2]([Si:5]([CH3:23])([CH3:22])[O:6][CH2:7][CH:8]1[CH:11]([CH2:12][O:13][Si:14]([C:17]([CH3:20])([CH3:19])[CH3:18])([CH3:16])[CH3:15])[CH2:10][CH:9]1[OH:21])([CH3:1])[CH3:3] |f:1.2|. Procedure: 2,3-Bis(((1,1-dimethylethyl)dimethylsilyl)oxymethyl)cyclobutanone (10.2 g, 28.4 mmol) from Step B was dissolved in tetrahydrofuran (THF) and the solution was cooled to -78° C. under a nitrogen atmosphere. To the THF solution at -78° C. was slowly added, with stirring, 31 mL (31 mmol) of potassium tri-sec-butylborohydride (sold by Aldrich Chemical Company as a 1M solution in THF under the registered trademark K-Selectride®). After stirring for 0.5 h at -78° C., the reaction mixture was allowed to...